Task: describe an organic reaction: reactants, conditions, products, and yield. Dataset: the Open Reaction Database (ORD), a public repository of structured organic reaction records Reactants: NC(CCCC(=O)OC)C1=C(C=CC=C1OC)OC (methyl 5-amino-5-(2,6-dimethoxyphenyl)pentanoate), N1=CC=NC2=CC(=CC=C12)C=O (quinoxaline-6-carbaldehyde). Product: COC1=C(C(=CC=C1)OC)C1CCCC(N1CC=1C=C2N=CC=NC2=CC1)=O (6-(2,6-dimethoxyphenyl)-1-(quinoxalin-6-ylmethyl)piperidin-2-one). Reaction SMILES: [NH2:1][CH:2]([C:10]1[C:15]([O:16][CH3:17])=[CH:14][CH:13]=[CH:12][C:11]=1[O:18][CH3:19])[CH2:3][CH2:4][CH2:5][C:6]([O:8]C)=O.[N:20]1[C:29]2[C:24](=[CH:25][C:26]([CH:30]=O)=[CH:27][CH:28]=2)[N:23]=[CH:22][CH:21]=1>>[CH3:19][O:18][C:11]1[CH:12]=[CH:13][CH:14]=[C:15]([O:16][CH3:17])[C:10]=1[CH:2]1[N:1]([CH2:30][C:26]2[CH:25]=[C:24]3[C:29](=[CH:28][CH:27]=2)[N:20]=[CH:21][CH:22]=[N:23]3)[C:6](=[O:8])[CH2:5][CH2:4][CH2:3]1. Reported procedure: Prepared according to the described general procedure 1 (GP1) by reaction of methyl 5-amino-5-(2,6-dimethoxyphenyl)pentanoate with commercially available quinoxaline-6-carbaldehyde. Subsequent purification by preparative HPLC afforded the target compound. LC-MS (conditions A): tR=0.68 min.; [M+H]+: 378.17 g/mol. Starting materials: O1CCCC=C1 (3,4-dihydro-2H-pyran), C1(=CC=C(C=C1)S(=O)(=O)O)C (p-toluenesulphonic acid), O1[C@H]2[C@@H]1C(C=C1C=C[C@H]3[C@@H]4CC[C@H]([C@@H](CO)C)[C@]4(CC[C@@H]3[C@@]21C)C)=O ((20S)-1α,2α-epoxy-21-hydroxy-20-methyl-pregna-4,6-dien-3-one), C1=CC=CC=C1 (benzene). Solvent: CCOCC (ether). Conditions: time 1 hour. Product: O1[C@H]2[C@@H]1C(C=C1C=C[C@H]3[C@@H]4CC[C@H]([C@@H](COC5OCCCC5)C)[C@]4(CC[C@@H]3[C@@]21C)C)=O ((20S)-1α,2α-epoxy-20-methyl-21-tetrahydropyranyloxy-pregna-4,6-dien-3-one). Yield: 65.0%. RXN SMILES: [O:1]1[CH:6]=[CH:5][CH2:4][CH2:3][CH2:2]1.C1(C)C=CC(S(O)(=O)=O)=CC=1.[O:18]1[C@H:20]2[C:21](=[O:42])[CH:22]=[C:23]3[C@:39]([CH3:40])([C@@H:19]12)[C@@H:38]1[C@H:26]([C@H:27]2[C@:35]([CH3:41])([CH2:36][CH2:37]1)[C@@H:30]([C@H:31]([CH3:34])[CH2:32][OH:33])[CH2:29][CH2:28]2)[CH:25]=[CH:24]3.C1C=CC=CC=1>CCOCC>[O:18]1[C@H:20]2[C:21](=[O:42])[CH:22]=[C:23]3[C@:39]([CH3:40])([C@@H:19]12)[C@@H:38]1[C@H:26]([C@H:27]2[C@:35]([CH3:41])([CH2:36][CH2:37]1)[C@@H:30]([C@H:31]([CH3:34])[CH2:32][O:33][CH:6]1[CH2:5][CH2:4][CH2:3][CH2:2][O:1]1)[CH2:29][CH2:28]2)[CH:25]=[CH:24]3. Procedure: 1.8 ml. of 3,4-dihydro-2H-pyran and 20 mg of anhydrous p-toluenesulphonic acid were added to a solution of 2.45 g of (20S)-1α,2α-epoxy-21-hydroxy-20-methyl-pregna-4,6-dien-3-one in 125 ml. of absolute benzene. After standing at room temperature for 1 hour, the solution was diluted with ether, washed with saturated sodium bicarbonate solution and water, dried over sodium sulphate and concentrated in a water-jet vacuum. The residue was chromatographed on 30 g of silica gel using hexane/ether (4:1)...